This data is from the Open Reaction Database (ORD), a public repository of structured organic reaction records. The task is: describe an organic reaction: reactants, conditions, products, and yield Reactants: CC1C(CCCC1)=O (2-Methylcyclohexanone), CN1C(C(=CC(=C1)[N+](=O)[O-])[N+](=O)[O-])=O (1-methyl-3,5-dinitro-2-pyridone), N (ammonia). Product: CC1CCCC=2C=C(C=NC12)[N+](=O)[O-] (5,6,7,8-Tetrahydro-8-methyl-3-nitro-quinoline). Yield: 74.4%. As a reaction SMILES: [CH3:1][CH:2]1[CH2:7][CH2:6][CH2:5][CH2:4][C:3]1=O.C[N:10]1[CH:15]=[C:14]([N+:16]([O-:18])=[O:17])[CH:13]=C([N+]([O-])=O)C1=O.N>>[CH3:1][CH:2]1[C:3]2[N:10]=[CH:15][C:14]([N+:16]([O-:18])=[O:17])=[CH:13][C:4]=2[CH2:5][CH2:6][CH2:7]1. Procedure details: 2-Methylcyclohexanone (170 mg, 1.52 mmol) was mixed with 1-methyl-3,5-dinitro-2-pyridone (296 mg, 1.49 mmol) in 1M methanolic ammonia (30 mL, 30 mmol) and heated at reflux for 3 h. The solvent was evaporated off and the residue was suspended in CHCl3 and flash chromatographed over silica gel (19 g) eluting with EtOAc/hexane (1:10) to afford a white solid (213 mg, 75% yield): mp 61°-63° C. Reactants: COC(=O)CCCCCOc1cc2c(cc1N)nc(-c1ccccc1)n2-c1ccccc1, [Cl-], O=S(=O)(O)c1ccc(Cl)cc1. The product is COC(=O)CCCCCOc1cc2c(cc1NS(=O)(=O)c1ccc(Cl)cc1)nc(-c1ccccc1)n2-c1ccccc1. RXN SMILES: [CH3:1][O:2][C:3]([CH2:4][CH2:5][CH2:6][CH2:7][CH2:8][O:9][c:10]1[c:11]([NH2:31])[cH:12][c:13]2[c:14]([n:15](-[c:24]3[cH:25][cH:26][cH:27][cH:28][cH:29]3)[c:16](-[c:18]3[cH:19][cH:20][cH:21][cH:22][cH:23]3)[n:17]2)[cH:30]1)=[O:32].[Cl-:33].[Cl:34][c:35]1[cH:36][cH:37][c:38]([S:41](=[O:42])(=[O:43])[OH:44])[cH:39][cH:40]1>>[CH3:1][O:2][C:3]([CH2:4][CH2:5][CH2:6][CH2:7][CH2:8][O:9][c:10]1[c:11]([NH:31][S:41]([c:38]2[cH:37][cH:36][c:35]([Cl:34])[cH:40][cH:39]2)(=[O:42])=[O:43])[cH:12][c:13]2[c:14]([n:15](-[c:24]3[cH:25][cH:26][cH:27][cH:28][cH:29]3)[c:16](-[c:18]3[cH:19][cH:20][cH:21][cH:22][cH:23]3)[n:17]2)[cH:30]1)=[O:32]. Yields the product COc1cc(COc2cc(NC(=O)c3cnc(N4CCN5CCCC5C4)nc3)[nH]n2)cc(OC)c1. RXN SMILES: [CH2:24]1[N:25]([c:33]2[n:34][cH:35][c:36]([C:39](=[O:40])[O:41][CH3:42])[cH:37][n:38]2)[CH2:26][CH2:27][N:28]2[CH:29]1[CH2:30][CH2:31][CH2:32]2.[CH3:1][Al:2]([CH3:3])[CH3:4].[CH3:43][c:44]1[cH:45][cH:46][cH:47][cH:48][cH:49]1.[CH3:5][O:6][c:7]1[cH:8][c:9]([CH2:15][O:16][c:17]2[cH:18][c:19]([NH2:22])[nH:20][n:21]2)[cH:10][c:11]([O:13][CH3:14])[cH:12]1.[ClH:23]>>[CH3:5][O:6][c:7]1[cH:8][c:9]([CH2:15][O:16][c:17]2[cH:18][c:19]([NH:22][C:39]([c:36]3[cH:35][n:34][c:33]([N:25]4[CH2:24][CH:29]5[N:28]([CH2:27][CH2:26]4)[CH2:32][CH2:31][CH2:30]5)[n:38][cH:37]3)=[O:40])[nH:20][n:21]2)[cH:10][c:11]([O:13][CH3:14])[cH:12]1. The reactants are COC(=O)c1cnc(N2CCN3CCCC3C2)nc1, C[Al](C)C, Cc1ccccc1, COc1cc(COc2cc(N)[nH]n2)cc(OC)c1, Cl.